This data is from the Open Reaction Database (ORD), a public repository of structured organic reaction records. The task is: describe an organic reaction: reactants, conditions, products, and yield Starting materials: FC=1C=C2C=C(N(C2=CC1)CC1=CC=NC=C1)C(=O)OCC (ethyl 5-fluoro-1-(pyridin-4-ylmethyl)-1H-indole-2-carboxylate), [OH-].[K+] (potassium hydroxide). Run in C(C)O (ethanol), O (water). The product is FC=1C=C2C=C(N(C2=CC1)CC1=CC=NC=C1)C(=O)O (5-Fluoro-1-(pyridin-4-ylmethyl)-1H-indole-2-carboxylic acid). Isolated yield 78.8%. Reaction SMILES: [F:1][C:2]1[CH:3]=[C:4]2[C:8](=[CH:9][CH:10]=1)[N:7]([CH2:11][C:12]1[CH:17]=[CH:16][N:15]=[CH:14][CH:13]=1)[C:6]([C:18]([O:20]CC)=[O:19])=[CH:5]2.[OH-].[K+]>C(O)C.O>[F:1][C:2]1[CH:3]=[C:4]2[C:8](=[CH:9][CH:10]=1)[N:7]([CH2:11][C:12]1[CH:13]=[CH:14][N:15]=[CH:16][CH:17]=1)[C:6]([C:18]([OH:20])=[O:19])=[CH:5]2 |f:1.2|. Reported procedure: A solution of 2.1 g (7.04 mmol) of ethyl 5-fluoro-1-(pyridin-4-ylmethyl)-1H-indole-2-carboxylate and 1.18 g (21.12 mmol) of potassium hydroxide in 80 ml of ethanol and 2 ml of water is heated at reflux for 2 hours. The reaction mixture is subsequently concentrated under reduced pressure. 100 ml of water are added and the pH of the solution is brought to pH 8 by addition of a concentrated hydrochloric acid solution. A precipitate is collected by filtration and is washed with water and then dried ... Reactants: O=C([O-])O, CO, Cl, Cc1nsc(NC(=O)c2cc(Oc3ccc(C(=O)N4CCC4)cc3F)cc(OC(C)CO[Si](C)(C)C(C)(C)C)c2)n1, [Na+]. The product is Cc1nsc(NC(=O)c2cc(Oc3ccc(C(=O)N4CCC4)cc3F)cc(OC(C)CO)c2)n1. RXN SMILES: [C:43](=[O:44])([OH:45])[O-:46].[CH3:48][OH:49].[ClH:1].[N:2]1([C:6](=[O:7])[c:8]2[cH:9][c:10]([F:42])[c:11]([O:12][c:13]3[cH:14][c:15]([C:16](=[O:17])[NH:18][c:19]4[n:20][c:21]([CH3:24])[n:22][s:23]4)[cH:25][c:26]([O:28][CH:29]([CH2:30][O:31][Si:32]([C:33]([CH3:34])([CH3:35])[CH3:36])([CH3:37])[CH3:38])[CH3:39])[cH:27]3)[cH:40][cH:41]2)[CH2:3][CH2:4][CH2:5]1.[Na+:47]>>[N:2]1([C:6](=[O:7])[c:8]2[cH:9][c:10]([F:42])[c:11]([O:12][c:13]3[cH:14][c:15]([C:16](=[O:17])[NH:18][c:19]4[n:20][c:21]([CH3:24])[n:22][s:23]4)[cH:25][c:26]([O:28][CH:29]([CH2:30][OH:31])[CH3:39])[cH:27]3)[cH:40][cH:41]2)[CH2:3][CH2:4][CH2:5]1.